From a dataset of the Open Reaction Database (ORD), a public repository of structured organic reaction records. describe an organic reaction: reactants, conditions, products, and yield Starting materials: CN(C)C=O, [H-], CI, [Na+], c1ccc2c(c1)OCC(CN1CCC(CNc3nc4ccccc4s3)CC1)O2, O. Yields the product CN(CC1CCN(CC2COc3ccccc3O2)CC1)c1nc2ccccc2s1. Reaction SMILES: [CH3:29][N:30]([CH3:31])[CH:32]=[O:33].[H-:34].[I:36][CH3:37].[Na+:35].[O:1]1[CH:2]([CH2:11][N:12]2[CH2:13][CH2:14][CH:15]([CH2:18][NH:19][c:20]3[s:21][c:22]4[c:23]([n:24]3)[cH:25][cH:26][cH:27][cH:28]4)[CH2:16][CH2:17]2)[CH2:3][O:4][c:5]2[c:6]1[cH:7][cH:8][cH:9][cH:10]2.[OH2:38]>>[O:1]1[CH:2]([CH2:11][N:12]2[CH2:13][CH2:14][CH:15]([CH2:18][N:19]([c:20]3[s:21][c:22]4[c:23]([n:24]3)[cH:25][cH:26][cH:27][cH:28]4)[CH3:29])[CH2:16][CH2:17]2)[CH2:3][O:4][c:5]2[c:6]1[cH:7][cH:8][cH:9][cH:10]2. The reactants are Cl, [I-], [K+], O=N[O-], Nc1ccc(-c2ccc([N+](=O)[O-])cc2C(F)(F)F)c(C(F)(F)F)c1, [Na+], [Na+], [SH-]. The product is O=[N+]([O-])c1ccc(-c2ccc(I)cc2C(F)(F)F)c(C(F)(F)F)c1. Reaction SMILES: [ClH:31].[I-:33].[K+:32].[N:27]([O-:28])=[O:29].[NH2:3][c:4]1[cH:5][c:6]([C:23]([F:24])([F:25])[F:26])[c:7](-[c:10]2[c:11]([C:19]([F:20])([F:21])[F:22])[cH:12][c:13]([N+:16](=[O:17])[O-:18])[cH:14][cH:15]2)[cH:8][cH:9]1.[Na+:2].[Na+:30].[SH-:1]>>[c:4]1([I:33])[cH:5][c:6]([C:23]([F:24])([F:25])[F:26])[c:7](-[c:10]2[c:11]([C:19]([F:20])([F:21])[F:22])[cH:12][c:13]([N+:16](=[O:17])[O-:18])[cH:14][cH:15]2)[cH:8][cH:9]1. Procedure details: Using the procedure of Step F of Example 9, the acid of Step D of Example 1 and (3-propargyl-2,5-dioxo-imidazolidinyl)-methanol were reacted to obtain [3-propargyl-2,5-dioxo-imidazolidinyl]-methyl (1R,cis)2,2-dimethyl-3-[(Z)3-oxo-3-(2,2,2-trifluoroethoxy)-1-propenyl]-cyclopropane-carboxylate with a specific rotation of [α]D20 =-4°±1° (c=1% in benzene). Product: CC1([C@@H]([C@@H]1\C=C/C(OCC(F)(F)F)=O)C(=O)OCN1C(N(CC1=O)CC#C)=O)C ([3-propargyl-2,5-dioxo-imidazolidinyl]-methyl (1R,cis)2,2-dimethyl-3-[(Z)3-oxo-3-(2,2,2-trifluoroethoxy)-1-propenyl]-cyclopropane-carboxylate). The reactants are CC1([C@@H]([C@@H]1\C=C/C(OCC(F)(F)F)=O)C(=O)O)C ((1R,cis) 2,2-dimethyl-3-[(Z)-3-oxo-3-(2,2,2-trifluoroethoxy)-1-propenyl]-cyclopropane-carboxylic acid), C(C#C)N1C(N(C(C1)=O)CO)=O ((3-propargyl-2,5-dioxo-imidazolidinyl)-methanol). Reaction SMILES: [CH3:1][C:2]1([CH3:18])[C@@H:4](/[CH:5]=[CH:6]\[C:7](=[O:14])[O:8][CH2:9][C:10]([F:13])([F:12])[F:11])[C@H:3]1[C:15]([OH:17])=[O:16].[CH2:19]([N:22]1[CH2:26][C:25](=[O:27])[N:24]([CH2:28]O)[C:23]1=[O:30])[C:20]#[CH:21]>C1C=CC=CC=1>[CH3:1][C:2]1([CH3:18])[C@@H:4](/[CH:5]=[CH:6]\[C:7](=[O:14])[O:8][CH2:9][C:10]([F:13])([F:11])[F:12])[C@H:3]1[C:15]([O:17][CH2:28][N:24]1[C:25](=[O:27])[CH2:26][N:22]([CH2:19][C:20]#[CH:21])[C:23]1=[O:30])=[O:16]. Solvent: C1=CC=CC=C1 (benzene). Starting materials: COc1ccc(C#N)cc1C(=O)O, COc1ccc(C#N)cc1C(=O)Cl, C1CCOC1, CCN(C(C)C)C(C)C, O=C(Cl)C(=O)Cl, ClCCl, Nc1c[nH]nc1-c1nc2cc(CN3CCOCC3)ccc2[nH]1, CN(C)C=O. Yields the product COc1ccc(C#N)cc1C(=O)Nc1c[nH]nc1-c1nc2cc(CN3CCOCC3)ccc2[nH]1. RXN SMILES: [C:1](#[N:2])[c:3]1[cH:4][cH:5][c:6]([O:12][CH3:13])[c:7]([C:8](=[O:9])[OH:10])[cH:11]1.[C:42]([c:43]1[cH:44][cH:45][c:46]([O:47][CH3:48])[c:49]([C:51]([Cl:52])=[O:53])[cH:50]1)#[N:54].[CH2:67]1[O:68][CH2:69][CH2:70][CH2:71]1.[CH:55]([N:56]([CH:57]([CH3:58])[CH3:59])[CH2:60][CH3:61])([CH3:62])[CH3:63].[Cl:14][C:15]([C:16]([Cl:17])=[O:18])=[O:19].[Cl:64][CH2:65][Cl:66].[O:20]1[CH2:21][CH2:22][N:23]([CH2:26][c:27]2[cH:28][c:29]3[c:30]([nH:31][c:32](-[c:34]4[n:35][nH:36][cH:37][c:38]4[NH2:39])[n:33]3)[cH:40][cH:41]2)[CH2:24][CH2:25]1.[O:72]=[CH:73][N:74]([CH3:75])[CH3:76]>>[C:1](#[N:2])[c:3]1[cH:4][cH:5][c:6]([O:12][CH3:13])[c:7]([C:8](=[O:10])[NH:39][c:38]2[c:34](-[c:32]3[nH:31][c:30]4[c:29]([cH:28][c:27]([CH2:26][N:23]5[CH2:22][CH2:21][O:20][CH2:25][CH2:24]5)[cH:41][cH:40]4)[n:33]3)[n:35][nH:36][cH:37]2)[cH:11]1. Reactants: C(C)(=O)NC=1C=C(C=CC1)O (3-acetamidophenol), OCNC(CCl)=O (N-(hydroxymethyl)-2-chloroacetamide). The solvent is Cl (HCl), CO (methanol). Product: C(C)(=O)NC=1C=CC(=C(C1)O)CNC(CCl)=O (5-acetamido-2-[(2-chloroacetamido)methyl]phenol). Yield: 20.0%. Reaction SMILES: [C:1]([NH:4][C:5]1[CH:6]=[C:7]([OH:11])[CH:8]=[CH:9][CH:10]=1)(=[O:3])[CH3:2].O[CH2:13][NH:14][C:15](=[O:18])[CH2:16][Cl:17]>Cl.CO>[C:1]([NH:4][C:5]1[CH:10]=[CH:9][C:8]([CH2:13][NH:14][C:15](=[O:18])[CH2:16][Cl:17])=[C:7]([OH:11])[CH:6]=1)(=[O:3])[CH3:2]. Procedure: A solution of 3-acetamidophenol (1.5 g, 10 mmol) and N-(hydroxymethyl)-2-chloroacetamide (1.2 g, 10 mmol) was stirred in 50 ml of 20% HCl in methanol at room temperature for 2 days. After removal of solvent, the desired product was isolated in 20% yield (0.51 g, 2 mmol) by chromatography (silica gel, eluted with ethyl acetate and hexane, 40/60). Reagents/catalysts: c1ccc(cc1)-c2c3ccccc3cc4ccccc24 (9-Phenylanthracene), [F-].[Cs+] (CsF), O (water), P(C1CCCC1)(c1ccccc1)c1ccccc1.P(C1CCCC1)(c1ccccc1)c1ccccc1.C(Cl)Cl.[Pd](Cl)Cl.[Fe] (Pd(dppf)2Cl2). Reaction conditions: temperature 80 celsius, time 18 hour. Yields the product O=C(Cc1ccccn1)Nc2ccc(nn2)C3=CC(=O)CC3. Reactants: C1(CCC(=C1)B1OC(C(O1)(C)C)(C)C)=O, c1c(nnc(c1)Br)NC(Cc1ncccc1)=O. Run in CO (MeOH). Reaction SMILES: Br[c:1]1[n:16][n:15][c:4]([NH:5][C:6]([CH2:8][c:9]2[n:14][cH:13][cH:12][cH:11][cH:10]2)=[O:7])[cH:3][cH:2]1.CC1(C(C)(C)OB([C:17]([CH2:22][CH2:21][C:19]2=[O:20])=[CH:18]2)O1)C>>[O:7]=[C:6]([NH:5][c:4]1[n:15][n:16][c:1]([C:17]([CH2:22][CH2:21][C:19]2=[O:20])=[CH:18]2)[cH:2][cH:3]1)[CH2:8][c:9]3[n:14][cH:13][cH:12][cH:11][cH:10]3. Starting materials: CC(C)OC(=O)N1CCC(COc2cnc(Br)cn2)CC1, O=C([O-])[O-], CS(=O)(=O)c1ccc(B(O)O)cc1, COCCOC, [Na+], [Na+], Cl[Pd]Cl, c1ccc(P(c2ccccc2)c2ccccc2)cc1, c1ccc(P(c2ccccc2)c2ccccc2)cc1. The product is CC(C)OC(=O)N1CCC(COc2cnc(-c3ccc(S(C)(=O)=O)cc3)cn2)CC1. As a reaction SMILES: [Br:14][c:15]1[n:16][cH:17][c:18]([O:21][CH2:22][CH:23]2[CH2:24][CH2:25][N:26]([C:29](=[O:30])[O:31][CH:32]([CH3:33])[CH3:34])[CH2:27][CH2:28]2)[n:19][cH:20]1.[C:35](=[O:36])([O-:37])[O-:38].[CH3:1][S:2](=[O:3])(=[O:4])[c:5]1[cH:6][cH:7][c:8]([B:11]([OH:12])[OH:13])[cH:9][cH:10]1.[CH3:82][O:83][CH2:84][CH2:85][O:86][CH3:87].[Na+:39].[Na+:40].[Pd:41]([Cl:42])[Cl:43].[c:44]1([P:45]([c:46]2[cH:47][cH:48][cH:49][cH:50][cH:51]2)[c:52]2[cH:53][cH:54][cH:55][cH:56][cH:57]2)[cH:58][cH:59][cH:60][cH:61][cH:62]1.[c:63]1([P:64]([c:65]2[cH:66][cH:67][cH:68][cH:69][cH:70]2)[c:71]2[cH:72][cH:73][cH:74][cH:75][cH:76]2)[cH:77][cH:78][cH:79][cH:80][cH:81]1>>[CH3:1][S:2](=[O:3])(=[O:4])[c:5]1[cH:6][cH:7][c:8](-[c:15]2[n:16][cH:17][c:18]([O:21][CH2:22][CH:23]3[CH2:24][CH2:25][N:26]([C:29](=[O:30])[O:31][CH:32]([CH3:33])[CH3:34])[CH2:27][CH2:28]3)[n:19][cH:20]2)[cH:9][cH:10]1. Reactants: CC1=NC(=NC(=C1)C)N1CC2CNCC2C1 (2-(4,6-dimethylpyrimidin-2-yl)octahydropyrrolo[3,4-c]pyrrole), COC1=C(C(=O)O)C(=CC=C1)OC (2,6-dimethoxybenzoic acid). Yields the product COC1=C(C(=CC=C1)OC)C(=O)N1CC2CN(CC2C1)C1=NC(=CC(=N1)C)C ((2,6-Dimethoxyphenyl)(5-(4,6-dimethylpyrimidin-2-yl)hexahydropyrrolo[3,4-c]pyrrol-2(1H)-yl)methanone). Reaction SMILES: [CH3:1][C:2]1[CH:7]=[C:6]([CH3:8])[N:5]=[C:4]([N:9]2[CH2:16][CH:15]3[CH:11]([CH2:12][NH:13][CH2:14]3)[CH2:10]2)[N:3]=1.[CH3:17][O:18][C:19]1[CH:27]=[CH:26][CH:25]=[C:24]([O:28][CH3:29])[C:20]=1[C:21](O)=[O:22]>>[CH3:29][O:28][C:24]1[CH:25]=[CH:26][CH:27]=[C:19]([O:18][CH3:17])[C:20]=1[C:21]([N:13]1[CH2:14][CH:15]2[CH:11]([CH2:10][N:9]([C:4]3[N:5]=[C:6]([CH3:8])[CH:7]=[C:2]([CH3:1])[N:3]=3)[CH2:16]2)[CH2:12]1)=[O:22]. Procedure details: The title compound was prepared in a manner analogous to Example 15 utilizing in a manner analogous to Example 15, utilizing Intermediate 23 and 2,6-dimethoxybenzoic acid. MS (ESI) mass calcd. C21H26N4O3, 382.47; m/z found 383.1 [M+H]+. 1H NMR (CD3OD): 7.38 (t, J=8.4 Hz, 1H), 6.81 (s, 1H), 6.81-6.70 (m, 2H), 4.04-3.89 (m, 3H), 3.84 (s, 3H), 3.79 (s, 3H), 3.76-3.55 (m, 4H), 3.27-3.13 (m, 3H), 2.53 (s, 6H). The reactants are resultant suspension, Cl.COC1=CC=C(C=C1)NN (4-Methoxyphenylhydrazine hydrochloride), C(=O)([O-])[O-].[K+].[K+] (K2CO3), ClC=1C=C(C=CC1Cl)C(\C=C(\COC1OCCCC1)/O)=O ((Z)-1-(3,4-dichlorophenyl)-3-hydroxy-4-[(tetrahydro-2H-pyran-2-yl)oxy]-2-buten-1-one). Solvent: C1CCOC1.CCOC(=O)C (THF EtOAc). The product is ClC=1C=C(C=CC1Cl)C1=CC(=NN1C1=CC=C(C=C1)OC)COC1OCCCC1 (5-(3,4-Dichlorophenyl)-1-(4-methoxyphenyl)-3-[[(tetrahydro-2H-pyran-2-yl)oxy]methyl]-1H-pyrazole). Reaction SMILES: Cl.[CH3:2][O:3][C:4]1[CH:9]=[CH:8][C:7]([NH:10][NH2:11])=[CH:6][CH:5]=1.C([O-])([O-])=O.[K+].[K+].[Cl:18][C:19]1[CH:20]=[C:21]([C:26](=O)/[CH:27]=[C:28](\O)/[CH2:29][O:30][CH:31]2[CH2:36][CH2:35][CH2:34][CH2:33][O:32]2)[CH:22]=[CH:23][C:24]=1[Cl:25]>C1COCC1.CCOC(C)=O>[Cl:18][C:19]1[CH:20]=[C:21]([C:26]2[N:10]([C:7]3[CH:8]=[CH:9][C:4]([O:3][CH3:2])=[CH:5][CH:6]=3)[N:11]=[C:28]([CH2:29][O:30][CH:31]3[CH2:36][CH2:35][CH2:34][CH2:33][O:32]3)[CH:27]=2)[CH:22]=[CH:23][C:24]=1[Cl:25] |f:0.1,2.3.4,6.7|. Reported procedure: 4-Methoxyphenylhydrazine hydrochloride (3.88 kg, 21.8 mol) and K2CO3 (3.21 kg, 23.2 mol) were added to a THF/EtOAc solution containing (Z)-1-(3,4-dichlorophenyl)-3-hydroxy-4-[(tetrahydro-2H-pyran-2-yl)oxy]-2-buten-1-one (Example 514) at 0-10° C. The resultant suspension was stirred and allowed to warm to rt overnight (16 h). When HPLC analysis indicated the disappearance of the starting material, the reaction mixture was filtered. The organic reaction filtrate was washed with 1 M aq. citric acid... Starting materials: NC1=NC(=C(C(=C1C#N)C1=CC=C(C=C1)OC[C@@H]1OC(OC1)(C)C)C#N)SCC=1N=C(OC1)C1=CC=C(C=C1)Cl (2-Amino-6-({[2-(4-chlorophenyl)-1,3-oxazol-4-yl]methyl}sulfanyl)-4-(4-{[(4S)-2,2-dimethyl-1,3-dioxolan-4-yl]methoxy}phenyl)pyridine-3,5-dicarbonitrile), Cl (hydrochloric acid). Run in C(C)O (ethanol). Product: NC1=NC(=C(C(=C1C#N)C1=CC=C(C=C1)OC[C@@H](CO)O)C#N)SCC=1N=C(OC1)C1=CC=C(C=C1)Cl (2-Amino-6-({[2-(4-chlorophenyl)-1,3-oxazol-4-yl]methyl}sulfanyl)-4-(4-{[(2R)-2,3-dihydroxypropyl]oxy}phenyl)pyridine-3,5-dicarbonitrile). As a reaction SMILES: [NH2:1][C:2]1[C:7]([C:8]#[N:9])=[C:6]([C:10]2[CH:15]=[CH:14][C:13]([O:16][CH2:17][C@H:18]3[CH2:22][O:21]C(C)(C)[O:19]3)=[CH:12][CH:11]=2)[C:5]([C:25]#[N:26])=[C:4]([S:27][CH2:28][C:29]2[N:30]=[C:31]([C:34]3[CH:39]=[CH:38][C:37]([Cl:40])=[CH:36][CH:35]=3)[O:32][CH:33]=2)[N:3]=1.Cl>C(O)C>[NH2:1][C:2]1[C:7]([C:8]#[N:9])=[C:6]([C:10]2[CH:11]=[CH:12][C:13]([O:16][CH2:17][C@H:18]([OH:19])[CH2:22][OH:21])=[CH:14][CH:15]=2)[C:5]([C:25]#[N:26])=[C:4]([S:27][CH2:28][C:29]2[N:30]=[C:31]([C:34]3[CH:35]=[CH:36][C:37]([Cl:40])=[CH:38][CH:39]=3)[O:32][CH:33]=2)[N:3]=1. Procedure: An amount of 127.1 g (221.4 mmol) of the compound from example 6A were suspended in 800 ml of ethanol and admixed with 800 ml of 37% strength hydrochloric acid. The mixture was stirred under reflux overnight. After cooling to room temperature, the precipitate formed was isolated by suction filtration, washed with ethanol and dried under reduced pressure at 50° C. overnight. This gave 108.3 g (92% of theory) of the target compound.